From a dataset of the Open Reaction Database (ORD), a public repository of structured organic reaction records. describe an organic reaction: reactants, conditions, products, and yield Reactants: C[Si](C)(C)[N-][Si](C)(C)C.[Li+] (lithium bis(trimethylsilyl)amide), solution, C1(=CC=CC=C1)C1OC(C2=C1SC=C2)=O (6-phenyl-6H-thieno[2,3-c]furan-4-one), Cl (HCl), FC=1C=C2CC(NC2=CC1)=O (5-fluoro-1,3-dihydro-indol-2-one). The solvent is C1CCOC1 (THF), C1CCOC1 (THF), C1CCOC1 (THF). Conditions: temperature 0 celsius, time 10 minute. Yields the product FC=1C=C2C(C(NC2=CC1)=O)=C1C2=C(C(O1)C1=CC=CC=C1)SC=C2 (5-Fluoro-3-(6-phenyl-6H-thieno[2,3-c]furan-4-ylidene)-1,3-dihydro-indol-2-one). Yield: 2.9%. Reaction SMILES: [F:1][C:2]1[CH:3]=[C:4]2[C:8](=[CH:9][CH:10]=1)[NH:7][C:6](=[O:11])[CH2:5]2.C[Si]([N-][Si](C)(C)C)(C)C.[Li+].[C:22]1([CH:28]2[C:32]3[S:33][CH:34]=[CH:35][C:31]=3[C:30](=O)[O:29]2)[CH:27]=[CH:26][CH:25]=[CH:24][CH:23]=1.Cl>C1COCC1>[F:1][C:2]1[CH:3]=[C:4]2[C:8](=[CH:9][CH:10]=1)[NH:7][C:6](=[O:11])[C:5]2=[C:30]1[O:29][CH:28]([C:22]2[CH:27]=[CH:26][CH:25]=[CH:24][CH:23]=2)[C:32]2[S:33][CH:34]=[CH:35][C:31]1=2 |f:1.2|. Reported procedure: A solution of 5-fluoro-1,3-dihydro-indol-2-one (340 mg, 2.25 mmol.) in THF (3 mL) is cooled to 0° C. under an Argon atmosphere and treated with a solution of lithium bis(trimethylsilyl)amide (4.5 mL of a 1 M solution in THF, 4.5 mmol) dropwise. The resulting solution is stirred at 0° C. for 10 min and then warmed to room temperature. A solution of 6-phenyl-6H-thieno[2,3-c]furan-4-one, (320 mg, 1.5 mmol) in THF (6 mL) is added dropwise to the reaction mixture. The resulting solution is stirred fo...